Task: describe an organic reaction: reactants, conditions, products, and yield. Dataset: the Open Reaction Database (ORD), a public repository of structured organic reaction records The reactants are S(=O)(C1=CC=C(C=C1)N)(=O)O (sulfanilic acid), 5, [OH-].[Na+] (sodium hydroxide), ClC=1C=C(CCl)C=CC1 (3-chlorobenzyl chloride), Cl (hydrochloric acid), Cl (hydrochloric acid), ice water. The solvent is O (water), O (water). Run at temperature 50 celsius, time 5 day. Yields the product ClC=1C=C(C=CC1)CNC1=CC=C(C=C1)S(=O)(=O)[O-].[Na+] (Sodium 4-(((3-Chlorophenyl)methyl)amino)benzenesulfonate). As a reaction SMILES: [S:1]([OH:11])(=[O:10])([C:3]1[CH:8]=[CH:7][C:6]([NH2:9])=[CH:5][CH:4]=1)=[O:2].[OH-].[Na+:13].[Cl:14][C:15]1[CH:16]=[C:17]([CH:20]=[CH:21][CH:22]=1)[CH2:18]Cl.Cl>O>[Cl:14][C:15]1[CH:16]=[C:17]([CH2:18][NH:9][C:6]2[CH:5]=[CH:4][C:3]([S:1]([O-:11])(=[O:10])=[O:2])=[CH:8][CH:7]=2)[CH:20]=[CH:21][CH:22]=1.[Na+:13] |f:1.2,6.7|. Procedure: A mixture of 17.2 g of sulfanilic acid, 100 ml of 5 Normal (N) sodium hydroxide solution, 100 ml of water and 16.1 g of 3-chlorobenzyl chloride was stirred in a 500-ml Erlenmeyer flask and heated to about 40°-50° C. After 5 days, a small portion of the reaction mixture was poured into dilute hydrochloric acid. A white precipitate formed which was insoluble in boiling water. The remaining portion of the reaction mixture was poured over 800 ml of ice-water, acidified with concentrated hydrochloric... Procedure: To a suspension of sodium hydride (60% dispersion in mineral oil; 14.6 g) in tetrahydrofuran (281 mL), ethylene cyanohydrin (21.0 mL) was added dropwise at 0° C. and the mixture was stirred at that temperature for 40 minutes. After adding benzyl bromide (44.4 mL) to the reaction mixture, the resulting mixture was stirred overnight as it was brought to room temperature. A saturated aqueous solution of ammonium chloride was added to the reaction mixture, which was then extracted with ethyl acetate... Product: C(C1=CC=CC=C1)OCCC#N (3-(benzyloxy)propanenitrile). Run at time 40 minute. Solvent: C(CO)C#N (ethylene cyanohydrin). The reactants are [H-].[Na+] (sodium hydride), O1CCCC1 (tetrahydrofuran), [Cl-].[NH4+] (ammonium chloride), C(C1=CC=CC=C1)Br (benzyl bromide). RXN SMILES: [H-].[Na+].[CH2:3](Br)[C:4]1[CH:9]=[CH:8][CH:7]=[CH:6][CH:5]=1.[Cl-].[NH4+:12].[O:13]1C[CH2:16][CH2:15][CH2:14]1>C(C#N)CO>[CH2:3]([O:13][CH2:14][CH2:15][C:16]#[N:12])[C:4]1[CH:9]=[CH:8][CH:7]=[CH:6][CH:5]=1 |f:0.1,3.4|. The reactants are O (water), CCOCC (ether), N[C@@H](CCC)C(=O)O (L-Norvaline), C1(=CC=C(C=C1)S(=O)(=O)O)C (p-toluenesulphonic acid). Run in C1=CC=CC=C1 (benzene). Yields the product C1(=CC=C(C=C1)S(=O)(=O)O)C.C(C1=CC=CC=C1)OC([C@@H](N)CCC)=O (L-Norvaline benzyl ester p-toluenesulphonate). Yield: 180.6%. As a reaction SMILES: [NH2:1][C@H:2]([C:6]([OH:8])=[O:7])[CH2:3][CH2:4][CH3:5].[C:9]1([CH3:19])[CH:14]=[CH:13][C:12]([S:15]([OH:18])(=[O:17])=[O:16])=[CH:11][CH:10]=1.O.CCOCC>C1C=CC=CC=1>[C:9]1([CH3:19])[CH:10]=[CH:11][C:12]([S:15]([OH:18])(=[O:16])=[O:17])=[CH:13][CH:14]=1.[CH2:19]([O:7][C:6](=[O:8])[C@H:2]([CH2:3][CH2:4][CH3:5])[NH2:1])[C:9]1[CH:14]=[CH:13][CH:12]=[CH:11][CH:10]=1 |f:5.6|. Procedure details: A suspension of L-norvaline 1 (1.0 g, 8.53 mmol) benzyl alcohol (5 cm3) and p-toluenesulphonic acid (1.70 g, 8.96 mmol) was heated under reflux in benzene (25 cm3) with the removal of water (Dean-Stark trap) for 17 h (a solution resulted after 5 min). The solution was then cooled to room temperature and dry ether was added. Upon cooling to 0° C. a white solid precipitated and was collected by filtration, washed with dry ether and dried to give p-toluenesulphonate 2 (3.07 g, 95%) as a white solid... Reactants: CC(C)(C)O, CC(=O)O, Cc1ccccc1CCCC(=O)C(F)(F)F, [K+], O=N[O-], O. Product: Cc1ccccc1CCC(=NO)C(=O)C(F)(F)F. RXN SMILES: [CH3:21][C:22]([OH:23])([CH3:24])[CH3:25].[CH3:26][C:27](=[O:28])[OH:29].[F:5][C:6]([C:7]([CH2:8][CH2:9][CH2:10][c:11]1[c:12]([CH3:17])[cH:13][cH:14][cH:15][cH:16]1)=[O:18])([F:19])[F:20].[K+:4].[N:1](=[O:2])[O-:3].[OH2:30]>>[N:1]([OH:3])=[C:8]([C:7]([C:6]([F:5])([F:19])[F:20])=[O:18])[CH2:9][CH2:10][c:11]1[c:12]([CH3:17])[cH:13][cH:14][cH:15][cH:16]1. The reactants are CC(C)=O, NC1CCCCCC1, O=[N+]([O-])c1cccc(Nc2nc(Cl)nc(Cl)n2)c1, [Na+], [OH-], O. Product: O=[N+]([O-])c1cccc(Nc2nc(Cl)nc(NC3CCCCCC3)n2)c1. RXN SMILES: [CH3:30][C:31](=[O:32])[CH3:33].[CH:19]1([NH2:26])[CH2:20][CH2:21][CH2:22][CH2:23][CH2:24][CH2:25]1.[Cl:1][c:2]1[n:3][c:4]([NH:9][c:10]2[cH:11][c:12]([N+:16](=[O:17])[O-:18])[cH:13][cH:14][cH:15]2)[n:5][c:6]([Cl:8])[n:7]1.[Na+:28].[OH-:27].[OH2:29]>>[c:2]1([NH:26][CH:19]2[CH2:20][CH2:21][CH2:22][CH2:23][CH2:24][CH2:25]2)[n:3][c:4]([NH:9][c:10]2[cH:11][c:12]([N+:16](=[O:17])[O-:18])[cH:13][cH:14][cH:15]2)[n:5][c:6]([Cl:8])[n:7]1. Reactants: [Al+3], [Al+3], C1CCOC1, COc1ccc(N2CCN(c3c(C)c(C)c4c(c3C)C(=O)CO4)CC2)cc1, [Cl-], [Cl-], [Cl-], [H-], [H-], [H-], [H-], [Li+], [Na+], [OH-], O. Product: COc1ccc(N2CCN(c3c(C)c(C)c4c(c3C)CCO4)CC2)cc1. RXN SMILES: [Al+3:2].[Al+3:8].[CH2:41]1[O:42][CH2:43][CH2:44][CH2:45]1.[CH3:11][O:12][c:13]1[cH:14][cH:15][c:16]([N:19]2[CH2:20][CH2:21][N:22]([c:25]3[c:26]([CH3:37])[c:27]([CH3:36])[c:28]4[c:29]([c:34]3[CH3:35])[C:30](=[O:33])[CH2:31][O:32]4)[CH2:23][CH2:24]2)[cH:17][cH:18]1.[Cl-:10].[Cl-:7].[Cl-:9].[H-:1].[H-:4].[H-:5].[H-:6].[Li+:3].[Na+:39].[OH-:38].[OH2:40]>>[CH3:11][O:12][c:13]1[cH:14][cH:15][c:16]([N:19]2[CH2:20][CH2:21][N:22]([c:25]3[c:26]([CH3:37])[c:27]([CH3:36])[c:28]4[c:29]([c:34]3[CH3:35])[CH2:30][CH2:31][O:32]4)[CH2:23][CH2:24]2)[cH:17][cH:18]1. Procedure: To a stirred solution of (S)-3-cyclohexyl-2-[2-oxo-4-(3-trifluoromethoxy-phenoxy)-2,5-dihydro-pyrrol-1-yl]-propionic acid (250 mg, 0.6 mmol) in dichloromethane (12 mL) was gradually added 1-(3-dimethylaminopropyl)-3-ethylcarbodiimide hydrochloride (344 mg, 1.8 mmol) and N,N-diisopropylethylamine (387 mg, 3.0 mmol) at room temperature, under nitrogen. After 15 min, 1-hydroxybenzotriazole (275 mg, 1.9 mmol) and 1-(3-amino-pyrazol-1-yl)-2-methyl-propan-2-ol (prepared in U.S. Pat. Appl. US2008021032... Reactants: ON1N=NC2=C1C=CC=C2 (1-hydroxybenzotriazole), Cl.O[C@H](CN1N=C(C=C1)NC([C@H](CC(C)C)N1C(C=C(C1)OC1=C(C(=CC=C1)Cl)Cl)=O)=O)CO ((S)-2-[4-(2,3-dichloro-phenoxy)-2-oxo-2,5-dihydro-pyrrol-1-yl]-4-methyl-pentanoic acid [1-((R)-2,3-dihydroxy-propyl)-1H-pyrazol-3-yl]-amide hydrochloride), C1(CCCCC1)C[C@@H](C(=O)O)N1C(C=C(C1)OC1=CC(=CC=C1)OC(F)(F)F)=O ((S)-3-cyclohexyl-2-[2-oxo-4-(3-trifluoromethoxy-phenoxy)-2,5-dihydro-pyrrol-1-yl]-propionic acid), Cl.CN(CCCN=C=NCC)C (1-(3-dimethylaminopropyl)-3-ethylcarbodiimide hydrochloride), C(C)(C)N(C(C)C)CC (N,N-diisopropylethylamine). Run at temperature 23 celsius, time 15 minute. Yield: 21.2%. Reaction SMILES: [CH:1]1([CH2:7][C@H:8]([N:12]2[CH2:16][C:15]([O:17][C:18]3[CH:23]=[CH:22][CH:21]=[C:20]([O:24][C:25]([F:28])([F:27])[F:26])[CH:19]=3)=[CH:14][C:13]2=[O:29])[C:9]([OH:11])=O)[CH2:6][CH2:5][CH2:4][CH2:3][CH2:2]1.Cl.[CH3:31]N(C)CCCN=C=NCC.C(N(CC)C(C)C)(C)C.ON1C2C=CC=CC=2N=N1.Cl.[OH:62][C@@H:63]([CH2:93]O)[CH2:64][N:65]1[CH:69]=[CH:68][C:67]([NH:70]C(=O)[C@@H](N2CC(OC3C=CC=C(Cl)C=3Cl)=CC2=O)CC(C)C)=[N:66]1>ClCCl.C(OCC)(=O)C>[CH:1]1([CH2:7][C@H:8]([N:12]2[CH2:16][C:15]([O:17][C:18]3[CH:23]=[CH:22][CH:21]=[C:20]([O:24][C:25]([F:28])([F:26])[F:27])[CH:19]=3)=[CH:14][C:13]2=[O:29])[C:9]([NH:70][C:67]2[CH:68]=[CH:69][N:65]([CH2:64][C:63]([OH:62])([CH3:93])[CH3:31])[N:66]=2)=[O:11])[CH2:6][CH2:5][CH2:4][CH2:3][CH2:2]1 |f:1.2,5.6|. Yields the product C1(CCCCC1)C[C@@H](C(=O)NC1=NN(C=C1)CC(C)(C)O)N1C(C=C(C1)OC1=CC(=CC=C1)OC(F)(F)F)=O ((S)-3-cyclohexyl-N-[1-(2-hydroxy-2-methyl-propyl)-1H-pyrazol-3-yl]-2-[2-oxo-4-(3-trifluoromethoxy-phenoxy)-2,5-dihydro-pyrrol-1-yl]-propionamide). Run in C(C)(=O)OCC (ethyl acetate), ClCCl (dichloromethane).